From a dataset of the Open Reaction Database (ORD), a public repository of structured organic reaction records. describe an organic reaction: reactants, conditions, products, and yield Starting materials: FC1=CC=C(C=C1)C=1SC=C(N1)C(C(=O)OCC)(C)C (ethyl 2-(2-(4-fluorophenyl)thiazol-4-yl)-2-methylpropanoate), O.[OH-].[Li+] (lithium hydroxide monohydrate). Run in C1CCOC1.C(C)O.O (THF ethanol water). Reaction conditions: time 8 hour. Product: FC1=CC=C(C=C1)C=1SC=C(N1)C(C(=O)O)(C)C (2-(2(4-fluorophenyl)thiazol-4-yl)-2-methylpropanoic acid). Yield: 98.2%. Reaction SMILES: [F:1][C:2]1[CH:7]=[CH:6][C:5]([C:8]2[S:9][CH:10]=[C:11]([C:13]([CH3:20])([CH3:19])[C:14]([O:16]CC)=[O:15])[N:12]=2)=[CH:4][CH:3]=1.O.[OH-].[Li+]>C1COCC1.C(O)C.O>[F:1][C:2]1[CH:3]=[CH:4][C:5]([C:8]2[S:9][CH:10]=[C:11]([C:13]([CH3:20])([CH3:19])[C:14]([OH:16])=[O:15])[N:12]=2)=[CH:6][CH:7]=1 |f:1.2.3,4.5.6|. Procedure details: To a stirred solution of ethyl 2-(2-(4-fluorophenyl)thiazol-4-yl)-2-methylpropanoate (4.56 g, 15.5 mmol) in 1:1:1 THF/ethanol/water (45 mL) was added lithium hydroxide monohydrate (2.93 g, 69.8 mmol). The reaction was stirred overnight, concentrated and redissolved in water (175 mL). The solution was washed with ether (1×100 mL), acidified by the addition of 1.0 N HCl (80 mL) and extracted with ethyl acetate (2×70 mL). The combined extracts were dried (Na2SO4) and concentrated to afford 2-(2(4-f... Starting materials: O=C([O-])[O-], CN(C)C=O, O=c1[nH]nc(-c2cccc(Cl)c2)c2ncccc12, [I-], [K+], [K+], [K+], ClCc1ccncc1. The product is O=c1c2cccnc2c(-c2cccc(Cl)c2)nn1Cc1ccncc1. Reaction SMILES: [C:19](=[O:20])([O-:21])[O-:22].[CH3:35][N:36]([CH3:37])[CH:38]=[O:39].[Cl:1][c:2]1[cH:3][c:4](-[c:8]2[n:9][nH:10][c:11](=[O:18])[c:12]3[c:13]2[n:14][cH:15][cH:16][cH:17]3)[cH:5][cH:6][cH:7]1.[I-:34].[K+:23].[K+:24].[K+:33].[cH:25]1[cH:26][c:27]([CH2:31][Cl:32])[cH:28][cH:29][n:30]1>>[Cl:1][c:2]1[cH:3][c:4](-[c:8]2[n:9][n:10]([CH2:31][c:27]3[cH:26][cH:25][n:30][cH:29][cH:28]3)[c:11](=[O:18])[c:12]3[c:13]2[n:14][cH:15][cH:16][cH:17]3)[cH:5][cH:6][cH:7]1. Procedure details: 319 mg of methane sulfonic acid chloride is added at 0° C. to a solution of 1.00 g of (4Z,13E)-(9S,11R,15R)-9-hydroxy-16,16-dimethyl-11,15-bis-(tetrahydropyran-2-yloxy)-4,13-prostadienoic acid methyl ester in 10 ml of pyridine. It is stirred for 4 hours at 20° C. and the solution is added to a suspension of 9.99 g of tetrabutylammonium chloride in 10 ml of toluene. After 15-hours stirring at 0° C., it is stirred for another 7 hours at 40° C. Then it is added to 100 ml of ice water and extracted ... The solvent is N1=CC=CC=C1 (pyridine), C1(=CC=CC=C1)C (toluene), C1(=CC=CC=C1)C (toluene). Reaction SMILES: CS([Cl:5])(=O)=O.[CH3:6][O:7][C:8](=[O:45])[CH2:9][CH2:10]/[CH:11]=[CH:12]\[CH2:13][CH2:14][C@@H:15]1[C@@H:19](/[CH:20]=[CH:21]/[C@@H:22]([O:30]C2CCCCO2)[C:23]([CH3:29])([CH3:28])[CH2:24][CH2:25][CH2:26][CH3:27])[C@H:18]([O:37]C2CCCCO2)[CH2:17][C@@H:16]1O.C(O)(=O)C.O.O1CCCC1>N1C=CC=CC=1.[Cl-].C([N+](CCCC)(CCCC)CCCC)CCC.C1(C)C=CC=CC=1>[CH3:6][O:7][C:8](=[O:45])[CH2:9][CH2:10]/[CH:11]=[CH:12]\[CH2:13][CH2:14][C@@H:15]1[C@@H:19](/[CH:20]=[CH:21]/[C@@H:22]([OH:30])[C:23]([CH3:29])([CH3:28])[CH2:24][CH2:25][CH2:26][CH3:27])[C@H:18]([OH:37])[CH2:17][C@H:16]1[Cl:5] |f:2.3.4,6.7|. Reagents/catalysts: [Cl-].C(CCC)[N+](CCCC)(CCCC)CCCC (tetrabutylammonium chloride). Yields the product COC(CC\C=C/CC[C@H]1[C@@H](C[C@H]([C@@H]1\C=C\[C@H](C(CCCC)(C)C)O)O)Cl)=O ((4Z, 13E)-(9R,11R,15R)-9-chloro-11,15-dihydroxy-16,16-dimethyl-4,13-prostadienoic acid methyl ester). Run at temperature 20 celsius, time 4 hour. Yield: 44.4%. Reactants: CS(=O)(=O)Cl (methane sulfonic acid chloride), COC(CC\C=C/CC[C@H]1[C@H](C[C@H]([C@@H]1\C=C\[C@H](C(CCCC)(C)C)OC1OCCCC1)OC1OCCCC1)O)=O ((4Z,13E)-(9S,11R,15R)-9-hydroxy-16,16-dimethyl-11,15-bis-(tetrahydropyran-2-yloxy)-4,13-prostadienoic acid methyl ester), ester, mixture, C(C)(=O)O.O.O1CCCC1 (acetic acid water tetrahydrofuran), ice water. Starting materials: CN(CC=C)C (N,N-dimethyl-N-allylamine), O.S(=O)(=O)(O)C1=CC=C(C=C1)N=C=S.[Na] (sodium 4-sulfophenylisothiocyanate monohydrate). The solvent is O (water). Product: S(=O)(=O)(O)C1=CC=C(C=C1)NC(=S)N.[Na] (sodium 4-sulfophenylthiourea). Reaction SMILES: C[N:2](C)CC=C.O.[S:8]([C:12]1[CH:17]=[CH:16][C:15]([N:18]=[C:19]=[S:20])=[CH:14][CH:13]=1)([OH:11])(=[O:10])=[O:9].[Na:21]>O>[S:8]([C:12]1[CH:13]=[CH:14][C:15]([NH:18][C:19]([NH2:2])=[S:20])=[CH:16][CH:17]=1)([OH:11])(=[O:9])=[O:10].[Na:21] |f:1.2.3,5.6,^1:20,36|. Procedure: Trifluoroacetic acid (4 ml) was added to a suspension of BHAlyslys2lys4lys8DBL16 (0.73 g; 0.1 mmol) in dry dichloromethane (4 ml) under nitrogen. A vigorous evolution of gas was observed for a short time and the resulting solution was stirred at room temperature for two hours and then concentrated. The residual syrup was dissolved in water (5 ml), the solution passed through a column of Amberlite IRA-401(OH) and the filtrate concentrated to give BHAlyslys2lys4lys8lys16 as a viscous oil (0.49 g).... Reactants: O=C([O-])[O-], CCOc1cc(O)cc2c1C(=O)NS2(=O)=O, CO, [Cs+], [Cs+], ClCSc1ccccc1. Yields the product CCOc1cc(O)cc2c1C(=O)N(CSc1ccccc1)S2(=O)=O. Reaction SMILES: [C:17](=[O:18])([O-:19])[O-:20].[CH2:1]([CH3:2])[O:3][c:4]1[c:5]2[c:11]([cH:12][c:13]([OH:15])[cH:14]1)[S:8](=[O:9])(=[O:10])[NH:7][C:6]2=[O:16].[CH3:32][OH:33].[Cs+:21].[Cs+:22].[c:23]1([S:29][CH2:30][Cl:31])[cH:24][cH:25][cH:26][cH:27][cH:28]1>>[CH2:1]([CH3:2])[O:3][c:4]1[c:5]2[c:11]([cH:12][c:13]([OH:15])[cH:14]1)[S:8](=[O:9])(=[O:10])[N:7]([CH2:30][S:29][c:23]1[cH:24][cH:25][cH:26][cH:27][cH:28]1)[C:6]2=[O:16]. The reactants are BrC1=CC(=C(CN2C(=NC3=C2C=C(C=C3)O)[C@@H]3[C@@H](CCCC3)C(=O)OCC)C(=C1)F)F (racemic cis-ethyl 2-(1-(4-bromo-2,6-difluorobenzyl)-6-hydroxy-1H-benzo[d]imidazol-2-yl)cyclohexanecarboxylate), ClCC1=NC=C(C=C1F)C (2-(chloromethyl)-3-fluoro-5-methylpyridine), C(=O)([O-])[O-].[Cs+].[Cs+] (Cs2CO3). Run in C(C)#N (acetonitrile). Run at temperature 100 celsius. Yields the product BrC1=CC(=C(CN2C(=NC3=C2C=C(C=C3)OCC3=NC=C(C=C3F)C)[C@@H]3[C@@H](CCCC3)C(=O)OCC)C(=C1)F)F (racemic cis-ethyl 2-(1-(4-bromo-2,6-difluorobenzyl)-6-((3-fluoro-5-methylpyridin-2-yl)methoxy)-1H-benzo[d]imidazol-2-yl)cyclohexanecarboxylate). As a reaction SMILES: [Br:1][C:2]1[CH:29]=[C:28]([F:30])[C:5]([CH2:6][N:7]2[C:11]3[CH:12]=[C:13]([OH:16])[CH:14]=[CH:15][C:10]=3[N:9]=[C:8]2[C@H:17]2[CH2:22][CH2:21][CH2:20][CH2:19][C@H:18]2[C:23]([O:25][CH2:26][CH3:27])=[O:24])=[C:4]([F:31])[CH:3]=1.Cl[CH2:33][C:34]1[C:39]([F:40])=[CH:38][C:37]([CH3:41])=[CH:36][N:35]=1.C([O-])([O-])=O.[Cs+].[Cs+]>C(#N)C>[Br:1][C:2]1[CH:29]=[C:28]([F:30])[C:5]([CH2:6][N:7]2[C:11]3[CH:12]=[C:13]([O:16][CH2:33][C:34]4[C:39]([F:40])=[CH:38][C:37]([CH3:41])=[CH:36][N:35]=4)[CH:14]=[CH:15][C:10]=3[N:9]=[C:8]2[C@H:17]2[CH2:22][CH2:21][CH2:20][CH2:19][C@H:18]2[C:23]([O:25][CH2:26][CH3:27])=[O:24])=[C:4]([F:31])[CH:3]=1 |f:2.3.4|. Procedure: To a mixture of racemic cis-ethyl 2-(1-(4-bromo-2,6-difluorobenzyl)-6-hydroxy-1H-benzo[d]imidazol-2-yl)cyclohexanecarboxylate (110 mg, 0.22 mmol), 2-(chloromethyl)-3-fluoro-5-methylpyridine (35 mg, 0.22 mmol) in acetonitrile (5 mL) was added Cs2CO3 (79 mg, 0.24 mmol) and heated at 100° Celsius. After 1 hr the mixture was concentrated to dryness and the residue was purified by FCC to provide racemic cis-ethyl 2-(1-(4-bromo-2,6-difluorobenzyl)-6-((3-fluoro-5-methylpyridin-2-yl)methoxy)-1H-benzo[d]...